From a dataset of the Open Reaction Database (ORD), a public repository of structured organic reaction records. describe an organic reaction: reactants, conditions, products, and yield Starting materials: CCCCOCN(C[Si](C)(C)C)C(C)c1ccccc1, C=CC(=O)C1CC1, CC(Cl)Cl, O=C(O)C(F)(F)F. Product: CC(c1ccccc1)N1CCC(C(=O)C2CC2)C1. RXN SMILES: [CH2:8]([O:9][CH2:13][N:14]([CH:15]([CH3:16])[c:17]1[cH:18][cH:19][cH:20][cH:21][cH:22]1)[CH2:23][Si:10]([CH3:11])([CH3:12])[CH3:24])[CH2:25][CH2:26][CH3:27].[CH:1]1([C:4]([CH:5]=[CH2:6])=[O:7])[CH2:2][CH2:3]1.[Cl:35][CH:36]([Cl:37])[CH3:38].[OH:28][C:29]([C:30]([F:31])([F:32])[F:33])=[O:34]>>[CH:1]1([C:4]([CH:5]2[CH2:6][CH2:13][N:14]([CH:15]([CH3:16])[c:17]3[cH:18][cH:19][cH:20][cH:21][cH:22]3)[CH2:23]2)=[O:7])[CH2:2][CH2:3]1. The reactants are COC(CC1=CC(=C(OCC2CC3=C(O2)C=CC(=C3O)C(C)=O)C=C1)CCC)=O (2-((4-(2-Methoxy-2-oxoethyl)-2-propylphenoxy)methyl)-4-hydroxy-5-acetyl-2,3-dihydrobenzo[b]furan), [OH-].[Na+] (NaOH). Run in C1CCOC1 (THF). The product is C(=O)(O)CC1=CC(=C(OCC2CC3=C(O2)C=CC(=C3O)C(C)=O)C=C1)CCC (2-((4-Carboxymethyl-2-propylphenoxy)methyl)-4-hydroxy-5-acetYl-2,3-dihydrobenzo[b]furan). RXN SMILES: C[O:2][C:3](=[O:29])[CH2:4][C:5]1[CH:25]=[CH:24][C:8]([O:9][CH2:10][CH:11]2[O:15][C:14]3[CH:16]=[CH:17][C:18]([C:21](=[O:23])[CH3:22])=[C:19]([OH:20])[C:13]=3[CH2:12]2)=[C:7]([CH2:26][CH2:27][CH3:28])[CH:6]=1.[OH-].[Na+]>C1COCC1>[C:3]([CH2:4][C:5]1[CH:25]=[CH:24][C:8]([O:9][CH2:10][CH:11]2[O:15][C:14]3[CH:16]=[CH:17][C:18]([C:21](=[O:23])[CH3:22])=[C:19]([OH:20])[C:13]=3[CH2:12]2)=[C:7]([CH2:26][CH2:27][CH3:28])[CH:6]=1)([OH:29])=[O:2] |f:1.2|. Procedure: The compound of Example 6 (600 mg, 1.51 mmoles) was taken up in THF (5 ml) to which was added 1N NaOH (4 ml). The reaction mixture was stirred at room temperature. The THF was removed in vacuo and the residue was diluted with H2O and extracted with CHCl3. The aqueous phase was acidified with conc. HCl and extracted with CHCl3. The organic extract was dried and concentrated in vacuo. The title compound was crystallized from ether/hexane. The reactants are CNC(=O)C1=NC=CC(=C1)OC1=CC(=C(C=C1)NC(=O)NC1=NC=NC(=C1)C(F)(F)F)F (4-{3-fluoro-4-[3-(6-trifluoromethyl-pyrimidin-4-yl)-ureido]-phenoxy}-pyridine-2-carboxylic-acid methyl-amide), CNC(=O)C1=NC=CC=C1OC1=CC(=C(C=C1)N)F (4-amino-3-fluorophenoxypyridine-2-carboxylic acid methylamide), CC1=NC=CC(=C1)OC1=CC=C(C=C1)N (4-(2-methylpyridin-4-yloxy)phenylamine). Solvent: CCOC(=O)C (EtOAc). Product: FC(C1=CC(=NC=N1)NC(NC1=CC=C(OC2=CC(=NC=C2)C)C=C1)=O)(F)F (4-{4-[3-(6-trifluoromethylpyrimidin-4-yl)ureido]phenoxy}-2-methylpyridine). As a reaction SMILES: CN[C:3]([C:5]1[CH:10]=[C:9]([O:11][C:12]2[CH:17]=[CH:16][C:15]([NH:18][C:19]([NH:21][C:22]3[CH:27]=[C:26]([C:28]([F:31])([F:30])[F:29])[N:25]=[CH:24][N:23]=3)=[O:20])=[C:14](F)[CH:13]=2)[CH:8]=[CH:7][N:6]=1)=O.CNC(C1C(OC2C=CC(N)=C(F)C=2)=CC=CN=1)=O.CC1C=C(OC2C=CC(N)=CC=2)C=CN=1>CCOC(C)=O>[F:31][C:28]([F:29])([F:30])[C:26]1[N:25]=[CH:24][N:23]=[C:22]([NH:21][C:19](=[O:20])[NH:18][C:15]2[CH:16]=[CH:17][C:12]([O:11][C:9]3[CH:8]=[CH:7][N:6]=[C:5]([CH3:3])[CH:10]=3)=[CH:13][CH:14]=2)[CH:27]=1. Procedure: The title compound was prepared in the same manner as 4-{3-fluoro-4-[3-(6-trifluoromethyl-pyrimidin-4-yl)-ureido]-phenoxy}-pyridine-2-carboxylic-acid methyl-amide, replacing 4-(4-amino-3-fluorophenoxypyridine-2-carboxylic acid methylamide for 4-(2-methylpyridin-4-yloxy)phenylamine. LC-MS m/z 389.9 [M+H]+; TLC Rf=0.45 (EtOAc). Reactants: CN1C(C(N=C(C2=C1C=CC=C2)C2=CC=CC=C2)N)=O (1,3-dihydro-1-methyl-3(RS)-amino-5-phenyl-2H-1,4-benzodiazepin-2-one), BrC1=CC=C(C(=O)Cl)C=C1 (4-bromobenzoyl chloride). Yields the product BrC1=CC=C(C(=O)NC2C(N(C3=C(C(=N2)C2=CC=CC=C2)C=CC=C3)C)=O)C=C1 (4-Bromo-N-(2,3-dihydro-1-methyl-2-oxo-5-phenyl-1H-1,4-benzodiazepin-3-yl)-benzamide). Reaction SMILES: [CH3:1][N:2]1[C:8]2[CH:9]=[CH:10][CH:11]=[CH:12][C:7]=2[C:6]([C:13]2[CH:18]=[CH:17][CH:16]=[CH:15][CH:14]=2)=[N:5][CH:4]([NH2:19])[C:3]1=[O:20].[Br:21][C:22]1[CH:30]=[CH:29][C:25]([C:26](Cl)=[O:27])=[CH:24][CH:23]=1>>[Br:21][C:22]1[CH:30]=[CH:29][C:25]([C:26]([NH:19][CH:4]2[N:5]=[C:6]([C:13]3[CH:14]=[CH:15][CH:16]=[CH:17][CH:18]=3)[C:7]3[CH:12]=[CH:11][CH:10]=[CH:9][C:8]=3[N:2]([CH3:1])[C:3]2=[O:20])=[O:27])=[CH:24][CH:23]=1. Procedure: The procedure of Example 134 was carried out employing equivalent amounts of 1,3-dihydro-1-methyl-3(RS)-amino-5-phenyl-2H-1,4-benzodiazepin-2-one and 4-bromobenzoyl chloride. The product was purified by chromatography on silica gel (5% (v/v) Et2O in CH2Cl2 elution). The combined product fractions were evaporated to dryness in vacuo and crystallized to give the title compound which was dried at 65° C. Starting materials: C(C1=CC=2OCOC2C=C1)(=S)N (Thiopiperonylamide), C1(=CC=CC=C1)C(=O)C(C1=CC=CC=C1)Cl (desyl chloride). Run in C(C)O (ethanol). The product is C1OC=2C=C(C=CC2O1)C=1SC(=C(N1)C1=CC=CC=C1)C1=CC=CC=C1 (2-(3,4-methylenedioxyphenyl)-4,5-diphenylthiazole). Yield: 67.1%. As a reaction SMILES: [C:1]([NH2:12])(=[S:11])[C:2]1[CH:10]=[CH:9][C:8]2[O:7][CH2:6][O:5][C:4]=2[CH:3]=1.[C:13]1([C:19]([CH:21](Cl)[C:22]2[CH:27]=[CH:26][CH:25]=[CH:24][CH:23]=2)=O)[CH:18]=[CH:17][CH:16]=[CH:15][CH:14]=1>C(O)C>[CH2:6]1[O:7][C:8]2[CH:9]=[CH:10][C:2]([C:1]3[S:11][C:19]([C:13]4[CH:18]=[CH:17][CH:16]=[CH:15][CH:14]=4)=[C:21]([C:22]4[CH:27]=[CH:26][CH:25]=[CH:24][CH:23]=4)[N:12]=3)=[CH:3][C:4]=2[O:5]1. Procedure details: Thiopiperonylamide (18.1g, 0.10 mole) and desyl chloride (23.1g, 0.10 mole) are heated under reflux in 95% ethanol (100 ml) for two hours. An oil precipitates which solidifies when the reaction mixture is cooled. The solid is collected and recrystallized from ethanolethyl acetate to give 24.0g (67% yield) of 2-(3,4-methylenedioxyphenyl)-4,5-diphenylthiazole, m.p. 121°-124° C. Thiopiperonylamide is also prepared from the corresponding nitrile by the method of Fairfull et al., J. Chem. Soc. 1952, ... The yield is 81.0%. The solvent is O1CCCC1 (tetrahydrofuran). Starting materials: FC1=C(C=CC=C1OC)B(O)O (2-fluoro-3-methoxy-phenylboronic acid), C(C)(=O)O (acetic acid), OO (hydrogen peroxide). The product is FC1=C(C=CC=C1OC)O (2-fluoro-3-methoxy-phenol). Reaction SMILES: [F:1][C:2]1[C:7]([O:8][CH3:9])=[CH:6][CH:5]=[CH:4][C:3]=1B(O)O.C(O)(=[O:15])C.OO>O1CCCC1>[F:1][C:2]1[C:7]([O:8][CH3:9])=[CH:6][CH:5]=[CH:4][C:3]=1[OH:15]. Procedure: To a solution of 2-fluoro-3-methoxy-phenylboronic acid (10.0 g, 0.059 mol) in tetrahydrofuran (160 mL) was added glacial acetic acid (60 mL). The resulting mixture was cooled to 0° C. before hydrogen peroxide (50% aqueous solution, 8 mL) was added. The resulting mixture was allowed to come to room temperature and stirred for 65 h. The mixture was evaporated and the residue was dissolved in ethyl acetate, washed with hydrochloric acid (0.5N), water and brine. The organic phase was dried, filtered... Conditions: time 65 hour.